This data is from the Open Reaction Database (ORD), a public repository of structured organic reaction records. The task is: describe an organic reaction: reactants, conditions, products, and yield The reactants are CN1CCC(=CC1)C1=CNC2=CC=C(C=C12)[N+](=O)[O-] (3-(1-Methyl-1,2,3,6-tetrahydropyridin-4-yl)-5-nitro--1H-indole), BrC=1C=NC=CC1 (3-bromopyridin), CuBr, C(=O)([O-])[O-].[K+].[K+] (K2CO3). The solvent is [NH4+].[OH-] (NH4OH). Conditions: temperature 160 celsius, time 2.5 hour. Yields the product CN1CCC(=CC1)C1=CN(C2=CC=C(C=C12)[N+](=O)[O-])C=1C=NC=CC1 (3-(1-Methyl-1,2,3,6-tetrahydropyridin-4-yl)-5-nitro-1-pyridin-3-yl-1H-indole). As a reaction SMILES: [CH3:1][N:2]1[CH2:7][CH:6]=[C:5]([C:8]2[C:16]3[C:11](=[CH:12][CH:13]=[C:14]([N+:17]([O-:19])=[O:18])[CH:15]=3)[NH:10][CH:9]=2)[CH2:4][CH2:3]1.Br[C:21]1[CH:22]=[N:23][CH:24]=[CH:25][CH:26]=1.C([O-])([O-])=O.[K+].[K+]>[NH4+].[OH-]>[CH3:1][N:2]1[CH2:3][CH:4]=[C:5]([C:8]2[C:16]3[C:11](=[CH:12][CH:13]=[C:14]([N+:17]([O-:19])=[O:18])[CH:15]=3)[N:10]([C:21]3[CH:22]=[N:23][CH:24]=[CH:25][CH:26]=3)[CH:9]=2)[CH2:6][CH2:7]1 |f:2.3.4,5.6|. Procedure details: 3-(1-Methyl-1,2,3,6-tetrahydropyridin-4-yl)-5-nitro--1H-indole (4.5 g), 3-bromopyridin (6.0 g), CuBr (4.5 g) and K2CO3 (8.0 g) were heated under stirring at 160° C. for 2.5 h. After cooling the reaction mixture was poured into diluted NH4OH (500 ml) and extracted with ethyl acetate (2×300 ml). The combined organic phases were dried (MgSO4) and the solvent evaporated. The title compound was obtained by recrystallization from acetone. Yield: 3.4 g (58%). M.p. 175°-177° C. The reactants are ClC=1C=C(C=CC1)C=1N=C(SC1C(=O)N)N1C=NC2=C1C=C(C=C2)O (4-(3-chloro-phenyl)-2-(6-hydroxy-benzoimidazol-1-yl)-thiazole-5-carboxylic acid amide), CN(CCCOS(=O)(=O)C1=CC=C(C=C1)C)C (toluene-4-sulfonic acid 3-dimethylamino-propyl ester), C([O-])([O-])=O.[Cs+].[Cs+] (cesium carbonate). Run in CN(C=O)C (dimethylformamide). The product is ClC=1C=C(C=CC1)C=1N=C(SC1C(=O)N)N1C=NC2=C1C=C(C=C2)OCCCN(C)C (4-(3-chloro-phenyl)-2-[6-(3-dimethylamino-propoxy)-benzoimidazol-1-yl]-thiazole-5-carboxylic acid amide). Isolated yield 39.5%. As a reaction SMILES: [Cl:1][C:2]1[CH:3]=[C:4]([C:8]2[N:9]=[C:10]([N:16]3[C:20]4[CH:21]=[C:22]([OH:25])[CH:23]=[CH:24][C:19]=4[N:18]=[CH:17]3)[S:11][C:12]=2[C:13]([NH2:15])=[O:14])[CH:5]=[CH:6][CH:7]=1.[CH3:26][N:27]([CH3:42])[CH2:28][CH2:29][CH2:30]OS(C1C=CC(C)=CC=1)(=O)=O.C(=O)([O-])[O-].[Cs+].[Cs+]>CN(C)C=O>[Cl:1][C:2]1[CH:3]=[C:4]([C:8]2[N:9]=[C:10]([N:16]3[C:20]4[CH:21]=[C:22]([O:25][CH2:30][CH2:29][CH2:28][N:27]([CH3:42])[CH3:26])[CH:23]=[CH:24][C:19]=4[N:18]=[CH:17]3)[S:11][C:12]=2[C:13]([NH2:15])=[O:14])[CH:5]=[CH:6][CH:7]=1 |f:2.3.4|. Procedure: A mixture of 0.037 g (0.1 mmole) of 4-(3-chloro-phenyl)-2-(6-hydroxy-benzoimidazol-1-yl)-thiazole-5-carboxylic acid amide (I.25d), 0.051 g (0.2 mmole) of toluene-4-sulfonic acid 3-dimethylamino-propyl ester, 1 mL of dimethylformamide and 0.160 g (0.5 mmole) of cesium carbonate was heated at 100 degrees for 30 minutes. The mixture was cooled, the solid was removed by filtration and the filtrate purified by reverse phase silica gel chromatography, eluting with acetonitrile-water (gradient 30:70-10... Reactants: ClC(Cl)Cl, O=C(O)c1ccc2ccccc2c1O, O=S(=O)(Cl)Cl. Yields the product O=C(O)c1cc(Cl)c2ccccc2c1O. Reaction SMILES: [CH:20]([Cl:21])([Cl:22])[Cl:23].[OH:1][C:2](=[O:3])[c:4]1[cH:5][cH:6][c:7]2[cH:8][cH:9][cH:10][cH:11][c:12]2[c:13]1[OH:14].[S:15]([Cl:16])(=[O:17])([Cl:18])=[O:19]>>[OH:1][C:2](=[O:3])[c:4]1[cH:5][c:6]([Cl:18])[c:7]2[cH:8][cH:9][cH:10][cH:11][c:12]2[c:13]1[OH:14]. RXN SMILES: [NH2:1][CH:2]([CH2:6][C:7]1[CH:12]=[CH:11][CH:10]=[C:9]([F:13])[CH:8]=1)[C:3]([OH:5])=[O:4].C([O-])([O-])=O.[K+].[K+].Cl[C:21]1[N:22]([CH2:37][CH2:38][CH3:39])[C:23](=[O:36])[C:24]2[NH:25][C:26]([CH:30]3[CH2:35][CH2:34][CH2:33][CH2:32][CH2:31]3)=[N:27][C:28]=2[N:29]=1.[Cl-].[NH4+]>O>[CH:30]1([C:26]2[NH:25][C:24]3[C:23](=[O:36])[N:22]([CH2:37][CH2:38][CH3:39])[C:21]([NH:1][CH:2]([CH2:6][C:7]4[CH:12]=[CH:11][CH:10]=[C:9]([F:13])[CH:8]=4)[C:3]([OH:5])=[O:4])=[N:29][C:28]=3[N:27]=2)[CH2:31][CH2:32][CH2:33][CH2:34][CH2:35]1 |f:1.2.3,5.6|. Yields the product C1(CCCCC1)C1=NC=2N=C(N(C(C2N1)=O)CCC)NC(C(=O)O)CC1=CC(=CC=C1)F (2-(8-Cyclohexyl-6-oxo-1-propyl-6,7-dihydro-1H-purin-2-ylamino)-3-(3-fluoro-phenyl)-propionic acid). Run in O (water). Starting materials: [Cl-].[NH4+] (ammonium chloride), NC(C(=O)O)CC1=CC(=CC=C1)F (2-Amino-3-(3-fluoro-phenyl)-propionic acid), C(=O)([O-])[O-].[K+].[K+] (K2CO3), ClC=1N(C(C=2NC(=NC2N1)C1CCCCC1)=O)CCC (2-Chloro-8-cyclohexyl-1-propyl-1,7-dihydro-purin-6-one). Procedure details: To a solution of 2-Amino-3-(3-fluoro-phenyl)-propionic acid (112 mg, 0.612 mmol) and K2CO3 (140 mg, 1.02 mmol) in water (5 ml) was added 2-Chloro-8-cyclohexyl-1-propyl-1,7-dihydro-purin-6-one (150 mg, 0.51 mmol). The reaction mixture was stirred at refluxing temperature for overnight. Aqueous ammonium chloride was added to the reaction mixture. The solid obtained was filtered and dried. The crude product was purified by preparative HPLC to obtain 4 mg (˜2%) of pure product as pink solid. The yield is 1.8%. Reactants: O=C([O-])[O-], CCI, CCO, O=c1c(-c2cccc(C(F)(F)F)c2)c[nH]n1-c1ccc(F)cc1, [K+], [K+]. Yields the product CCn1cc(-c2cccc(C(F)(F)F)c2)c(=O)n1-c1ccc(F)cc1. As a reaction SMILES: [C:24](=[O:25])([O-:26])[O-:27].[CH2:30]([CH3:31])[I:32].[CH3:33][CH2:34][OH:35].[F:1][c:2]1[cH:3][cH:4][c:5](-[n:8]2[nH:9][cH:10][c:11](-[c:14]3[cH:15][c:16]([C:20]([F:21])([F:22])[F:23])[cH:17][cH:18][cH:19]3)[c:12]2=[O:13])[cH:6][cH:7]1.[K+:28].[K+:29]>>[F:1][c:2]1[cH:3][cH:4][c:5](-[n:8]2[n:9]([CH2:30][CH3:31])[cH:10][c:11](-[c:14]3[cH:15][c:16]([C:20]([F:21])([F:22])[F:23])[cH:17][cH:18][cH:19]3)[c:12]2=[O:13])[cH:6][cH:7]1. Reactants: C(C)OC(=O)C1=NC(=CC(=C1)C=1C=NC=C(C1)F)C (5-Fluoro-6′-methyl-[3,4′]bipyridinyl-2′-carboxylic acid ethyl ester), NC=1SC=C(N1)CC#N ((2-Amino-thiazol-4-yl)-acetonitrile). Product: C(#N)CC=1N=C(SC1)NC(=O)C1=NC(=CC(=C1)C=1C=NC=C(C1)F)C (5-Fluoro-6′-methyl-[3,4′]bipyridinyl-2′-carboxylic acid (4-cyanomethyl-thiazol-2-yl)-amide). Reaction SMILES: C(O[C:4]([C:6]1[CH:11]=[C:10]([C:12]2[CH:13]=[N:14][CH:15]=[C:16]([F:18])[CH:17]=2)[CH:9]=[C:8]([CH3:19])[N:7]=1)=[O:5])C.[NH2:20][C:21]1[S:22][CH:23]=[C:24]([CH2:26][C:27]#[N:28])[N:25]=1>>[C:27]([CH2:26][C:24]1[N:25]=[C:21]([NH:20][C:4]([C:6]2[CH:11]=[C:10]([C:12]3[CH:13]=[N:14][CH:15]=[C:16]([F:18])[CH:17]=3)[CH:9]=[C:8]([CH3:19])[N:7]=2)=[O:5])[S:22][CH:23]=1)#[N:28]. Reported procedure: The title compound, was prepared from 5-Fluoro-6′-methyl-[3,4′]bipyridinyl-2′-carboxylic acid ethyl ester in accordance with the general method of example 26, step 6 using (2-Amino-thiazol-4-yl)-acetonitrile instead of 3-Chloroaniline to yield the final compound as a light yellow solid, MS (ISP): m/e=354.1 (M+H)+. The reactants are CCC(CC)CNc1nc(SC)ncc1C(=O)OC, CCO, [Na+], [OH-], O. Product: CCC(CC)CNc1nc(SC)ncc1C(=O)O. RXN SMILES: [CH2:1]([CH3:2])[CH:3]([CH2:4][NH:5][c:6]1[n:7][c:8]([S:16][CH3:17])[n:9][cH:10][c:11]1[C:12](=[O:13])[O:14][CH3:15])[CH2:18][CH3:19].[CH3:20][CH2:21][OH:22].[Na+:24].[OH-:23].[OH2:25]>>[CH2:1]([CH3:2])[CH:3]([CH2:4][NH:5][c:6]1[n:7][c:8]([S:16][CH3:17])[n:9][cH:10][c:11]1[C:12](=[O:13])[OH:14])[CH2:18][CH3:19].